Dataset: the Open Reaction Database (ORD), a public repository of structured organic reaction records. Task: describe an organic reaction: reactants, conditions, products, and yield Starting materials: FC=1C=C(C=NC1)C12CCCN2CCC1 (7a-(5-fluoro-3-pyridinyl)-hexahydro-1H-pyrrolizine), Cl (HCl). Run in CCOCC (Et2O), CCOCC (Et2O). The product is Cl.FC=1C=C(C=NC1)C12CCCN2CCC1 (7a-(5-fluoro-3-pyridinyl)-hexahydro-1H-pyrrolizine hydrochloride salt). Isolated yield 69.0%. RXN SMILES: [F:1][C:2]1[CH:3]=[C:4]([C:8]23[CH2:15][CH2:14][CH2:13][N:12]2[CH2:11][CH2:10][CH2:9]3)[CH:5]=[N:6][CH:7]=1.[ClH:16]>CCOCC>[ClH:16].[F:1][C:2]1[CH:3]=[C:4]([C:8]23[CH2:15][CH2:14][CH2:13][N:12]2[CH2:11][CH2:10][CH2:9]3)[CH:5]=[N:6][CH:7]=1 |f:3.4|. Procedure details: 7a-(5-fluoro-3-pyridinyl)-hexahydro-1H-pyrrolizine (62 mg, 0.24 mmol, from step 12d) was dissolved in Et2O, and Et2O saturated with HCl (g) was added. The solvent was removed, and the precipitate was triturated with to give a white solid (57.1 mg, 69%). mp 168°-169° C. 1H NMR D2O, 300 MHz) 67 2.13-2.50 (m, 6H), 2.58-2.67 (m, 2H), 3.34-3.42 (m, 2H), 3.78-3.87 (m, 2H), 7.24 (dd, J=8.8, 2.4, Hz, 1H), 8.13 (ddd, J=8.8, 7.2, 2.7 Hz, 1H), 8.36 (dd, J=2.7, 1.4 Hz, 1H); MS (CI/NH3) m/z: 207 (M+H)+. Anal... The reactants are IC=1C=C2/C(/C(NC(C2=CC1)=O)=O)=C/NC1=CC=C(C=C1)N1CCNCC1 ((4Z)-6-Iodo-4-{[(4-piperazin-1-ylphenyl)amino]methylene}isoquinoline-1,3(2H,4H)-dione), C(C)(=O)O[BH-](OC(C)=O)OC(C)=O.[Na+] (sodium triacetoxyborohydride), COCC(C)=O (1-methoxy-propan-2-one), C(C)(=O)O (acetic acid), C([O-])(O)=O.[Na+] (sodium bicarbonate). Yield: 71.4%. As a reaction SMILES: [I:1][C:2]1[CH:3]=[C:4]2[C:9](=[CH:10][CH:11]=1)[C:8](=[O:12])[NH:7][C:6](=[O:13])/[C:5]/2=[CH:14]\[NH:15][C:16]1[CH:21]=[CH:20][C:19]([N:22]2[CH2:27][CH2:26][NH:25][CH2:24][CH2:23]2)=[CH:18][CH:17]=1.C(O[BH-](OC(=O)C)OC(=O)C)(=O)C.[Na+].[CH3:42][O:43][CH2:44][C:45](=O)[CH3:46].C(O)(=O)C.C(=O)(O)[O-].[Na+]>CN1CCCC1=O.C(Cl)Cl>[I:1][C:2]1[CH:3]=[C:4]2[C:9](=[CH:10][CH:11]=1)[C:8](=[O:12])[NH:7][C:6](=[O:13])/[C:5]/2=[CH:14]\[NH:15][C:16]1[CH:17]=[CH:18][C:19]([N:22]2[CH2:23][CH2:24][N:25]([CH:45]([CH3:46])[CH2:44][O:43][CH3:42])[CH2:26][CH2:27]2)=[CH:20][CH:21]=1 |f:1.2,5.6|. Procedure details: (4Z)-6-Iodo-4-{[(4-piperazin-1-ylphenyl)amino]methylene}isoquinoline-1,3(2H,4H)-dione (47.4 mg, 0.1 mmol) is dissolved in N-methylpyrrolidinone (1 mL) and methylene chloride (0.3 mL), followed by addition of sodium triacetoxyborohydride (244 mg, 1.15 mmol), 1-methoxy-propan-2-one (0.232 mL, 2.58 mmol) and acetic acid (0.15 mL, 2.6 mmol). After stirring at room temperature for 40 min, methylene chloride and saturated sodium bicarbonate solution were added. The organic layer is separated and dried... Solvent: CN1C(CCC1)=O (N-methylpyrrolidinone), C(Cl)Cl (methylene chloride), C(Cl)Cl (methylene chloride). Conditions: time 40 minute. Product: IC=1C=C2/C(/C(NC(C2=CC1)=O)=O)=C/NC1=CC=C(C=C1)N1CCN(CC1)C(COC)C ((4Z)-6-Iodo-4-[({4-[4-(2-methoxy-1-methylethyl)piperazin-1-yl]phenyl}amino)methylene]isoquinoline-1,3(2H,4H)-dione). The reactants are ClC1=C(C=CC=C1)C(O)C=1C=C2CCCC2=CC1 (2-chlorophenyl-indan-5-yl-carbinol), S(=O)(Cl)Cl (thionyl chloride). The solvent is C1=CC=CC=C1 (benzene), C1=CC=CC=C1 (benzene). The product is ClC1=C(C=CC=C1)C(Cl)C=1C=C2CCCC2=CC1 (2-chlorophenyl-indan-5-yl-chloromethane). Yield: 98.5%. Reaction SMILES: [Cl:1][C:2]1[CH:7]=[CH:6][CH:5]=[CH:4][C:3]=1[CH:8]([C:10]1[CH:11]=[C:12]2[C:16](=[CH:17][CH:18]=1)[CH2:15][CH2:14][CH2:13]2)O.S(Cl)([Cl:21])=O>C1C=CC=CC=1>[Cl:1][C:2]1[CH:7]=[CH:6][CH:5]=[CH:4][C:3]=1[CH:8]([C:10]1[CH:11]=[C:12]2[C:16](=[CH:17][CH:18]=1)[CH2:15][CH2:14][CH2:13]2)[Cl:21]. Procedure: 79.3 g (0.26 mol) of 2-chlorophenyl-indan-5-yl-carbinol, dissolved in 150 ml of benzene, are added dropwise to a mixture of 21.5 ml (0.26 mol) of thionyl chloride and 150 ml of benzene at 70° C. After heating the reaction mixture under reflux for five hours, it is evaporated. 71 g (98% of theory) of 2-chlorophenyl-indan-5-yl-chloromethane of refractive index nD20 =1.6050 are obtained. ##STR11## Starting materials: O=[N+]([O-])c1ccnc(Cl)c1, [H-], [Na+], CN(C)C=O, O, N#Cc1ccncc1O. The product is N#Cc1ccncc1Oc1ccnc(Cl)c1. Reaction SMILES: [Cl:17][c:18]1[n:19][cH:20][cH:21][c:22]([N+:24]([O-:25])=[O:26])[cH:23]1.[H-:1].[Na+:2].[O:3]=[CH:4][N:5]([CH3:6])[CH3:7].[OH2:27].[OH:8][c:9]1[c:10]([C:11]#[N:12])[cH:13][cH:14][n:15][cH:16]1>>[O:8]([c:9]1[c:10]([C:11]#[N:12])[cH:13][cH:14][n:15][cH:16]1)[c:22]1[cH:21][cH:20][n:19][c:18]([Cl:17])[cH:23]1.